This data is from the Open Reaction Database (ORD), a public repository of structured organic reaction records. The task is: describe an organic reaction: reactants, conditions, products, and yield The reactants are C(C)(C)(C)OC(=O)NC1=CC=CC2=CC=C(C=C12)O[Si](C)(C)C(C)(C)C (1-(tert-butoxycarbonylamino)-7-(tert-butyldimethylsilyloxy)naphthalene), CCOCC (Et2O), Cl (HCl). Run in CCOC(=O)C (EtOAc). Reaction conditions: time 1 hour. Yields the product Cl.NC1=CC=CC2=CC=C(C=C12)O[Si](C)(C)C(C)(C)C (1-Amino-7-(tert-butyldimethylsilyloxy)naphthalene Hydrochloride). RXN SMILES: C(OC([NH:8][C:9]1[C:18]2[C:13](=[CH:14][CH:15]=[C:16]([O:19][Si:20]([C:23]([CH3:26])([CH3:25])[CH3:24])([CH3:22])[CH3:21])[CH:17]=2)[CH:12]=[CH:11][CH:10]=1)=O)(C)(C)C.CCOCC.[ClH:32]>CCOC(C)=O>[ClH:32].[NH2:8][C:9]1[C:18]2[C:13](=[CH:14][CH:15]=[C:16]([O:19][Si:20]([C:23]([CH3:26])([CH3:25])[CH3:24])([CH3:21])[CH3:22])[CH:17]=2)[CH:12]=[CH:11][CH:10]=1 |f:4.5|. Reported procedure: A solution of 1-(tert-butoxycarbonylamino)-7-(tert-butyldimethylsilyloxy)naphthalene, as described above in Step B, (5.00 g, 13.4 mmol) in EtOAc (240 mL) and Et2O (60 mL) at ambient temperature was saturated with HCl (g). After 1 hour, the mixture was concentrated in vacuo to yield the desired product as a pale solid. Starting materials: BrC1=CC=C(C=C1)[C@H](C)N1C(O[C@@](CC1)(CCCO)C1=CC=C(C=C1)F)=O ((R)-3-((S)-1-(4-bromophenyl)ethyl)-6-(4-fluorophenyl)-6-(3-hydroxypropyl)-1,3-oxazinan-2-one), COC1=CC=C(C=N1)B(O)O (6-methoxypyridine-3-boronic acid). The product is FC1=CC=C(C=C1)[C@]1(CCN(C(O1)=O)[C@@H](C)C1=CC=C(C=C1)C=1C=NC(=CC1)OC)CCCO ((R)-6-(4-fluorophenyl)-6-(3-hydroxypropyl)-3-((S)-1-(4-(6-methoxypyridin-3-yl)phenyl)ethyl)-1,3-oxazinan-2-one). RXN SMILES: Br[C:2]1[CH:7]=[CH:6][C:5]([C@@H:8]([N:10]2[CH2:15][CH2:14][C@@:13]([C:20]3[CH:25]=[CH:24][C:23]([F:26])=[CH:22][CH:21]=3)([CH2:16][CH2:17][CH2:18][OH:19])[O:12][C:11]2=[O:27])[CH3:9])=[CH:4][CH:3]=1.[CH3:28][O:29][C:30]1[N:35]=[CH:34][C:33](B(O)O)=[CH:32][CH:31]=1>>[F:26][C:23]1[CH:24]=[CH:25][C:20]([C@:13]2([CH2:16][CH2:17][CH2:18][OH:19])[O:12][C:11](=[O:27])[N:10]([C@H:8]([C:5]3[CH:6]=[CH:7][C:2]([C:33]4[CH:34]=[N:35][C:30]([O:29][CH3:28])=[CH:31][CH:32]=4)=[CH:3][CH:4]=3)[CH3:9])[CH2:15][CH2:14]2)=[CH:21][CH:22]=1. Reported procedure: The title compound was prepared from (R)-3-((S)-1-(4-bromophenyl)ethyl)-6-(4-fluorophenyl)-6-(3-hydroxypropyl)-1,3-oxazinan-2-one and 6-methoxypyridine-3-boronic acid following a procedure analogous to that described in Example 1 Step 2. LC-MS Method 2 tR=1.3 min, m/z=487.1; 1H NMR (CD3OD) 1.25-1.37 (m, 1H), 1.55 (d, 3H), 1.61 (m, 1H), 1.95 (m, 2H), 2.17-2.28 (m, 1H), 2.36 (m, 1H), 2.48 (m, 1H), 3.12 (m, 1H), 3.48 (m, 2H), 3.94 (s, 3H), 5.58 (m, 1H), 6.86 (d, 1H), 7.07 (m, 4H), 7.35 (m, 4H), 7.8... The reactants are ClC1=C(C=C(C(=C1)Cl)OC(=O)OC)N1C(OC(C1=O)=C(C)C)=O (3-(2',4'-dichloro-5'-methoxycarbonyloxyphenyl)-5-isopropylidene-1,3-oxazolidine-2,4-dione), ClC1=C(C=C(C(=C1)Cl)OC(=O)OC)[N+](=O)[O-] (2,4-dichloro-5-methoxycarbonyloxy nitrobenzene), C([O-])([O-])=O.[K+].[K+] (potassium carbonate). Run in CO (methanol). The product is ClC1=C(C=C(C(=C1)Cl)O)N1C(OC(C1=O)=C(C)C)=O (3-(2',4'-dichloro-5'-hydroxyphenyl)-5-isopropylidene-1,3-oxazolidine-2,4-dione). Isolated yield 56.9%. RXN SMILES: [Cl:1][C:2]1[CH:7]=[C:6]([Cl:8])[C:5]([O:9]C(OC)=O)=[CH:4][C:3]=1[N:14]1[C:18](=[O:19])[C:17](=[C:20]([CH3:22])[CH3:21])[O:16][C:15]1=[O:23].ClC1C=C(Cl)C(OC(OC)=O)=CC=1[N+]([O-])=O.C(=O)([O-])[O-].[K+].[K+]>CO>[Cl:1][C:2]1[CH:7]=[C:6]([Cl:8])[C:5]([OH:9])=[CH:4][C:3]=1[N:14]1[C:18](=[O:19])[C:17](=[C:20]([CH3:21])[CH3:22])[O:16][C:15]1=[O:23] |f:2.3.4|. Reported procedure: To a dried methanol solution (100 ml) of 3-(2',4'-dichloro-5'-methoxycarbonyloxyphenyl)-5-isopropylidene-1,3-oxazolidine-2,4-dione (3.60 g, 10 mmol), which was synthesized from 2,4-dichloro-5-methoxycarbonyloxy nitrobenzene as a starting material in a method similar to that shown in Reference Example 6, 9, 10 and 4, was added potassium carbonate (0.69 g, 5 mmol) and the mixture was heated under reflux for 2 hours. 3-(2',4'-dichloro-5'-hydroxyphenyl)-5-isopropylidene-1,3-oxazolidine-2,4-dione (1.... The reactants are C(#N)C=1C=C(C=CC1)C1(N(C(N(C1=O)C1=CC(=C(C#N)C=C1)C(F)(F)F)=O)C)COCC=C (4-[4-(3-cyanophenyl)-2,5-dioxo-3-methyl-4-[(2-propenyloxy)methyl]imidazolidin-1-yl]-2-trifluoromethylbenzonitrile). The solvent is C(Cl)Cl (DCM), C(Cl)Cl (DCM). Reaction conditions: time 6 hour. Product: C(#N)C=1C=C(C=CC1)C1(N(C(N(C1=O)C1=CC(=C(C#N)C=C1)C(F)(F)F)=O)C)CO (4-[4-(3-Cyanophenyl)-2,5-dioxo-4-hydroxymethyl-3-methylimidazolidin-1-yl]-2-trifluoromethylbenzonitrile). RXN SMILES: [C:1]([C:3]1[CH:4]=[C:5]([C:9]2([CH2:29][O:30]CC=C)[C:13](=[O:14])[N:12]([C:15]3[CH:22]=[CH:21][C:18]([C:19]#[N:20])=[C:17]([C:23]([F:26])([F:25])[F:24])[CH:16]=3)[C:11](=[O:27])[N:10]2[CH3:28])[CH:6]=[CH:7][CH:8]=1)#[N:2]>C(Cl)Cl>[C:1]([C:3]1[CH:4]=[C:5]([C:9]2([CH2:29][OH:30])[C:13](=[O:14])[N:12]([C:15]3[CH:22]=[CH:21][C:18]([C:19]#[N:20])=[C:17]([C:23]([F:26])([F:24])[F:25])[CH:16]=3)[C:11](=[O:27])[N:10]2[CH3:28])[CH:6]=[CH:7][CH:8]=1)#[N:2]. Procedure: 328 μL of trifluoroborane-dimethylsulfide complex are added to a solution of 354 mg of 4-[4-(3-cyanophenyl)-2,5-dioxo-3-methyl-4-[(2-propenyloxy)methyl]imidazolidin-1-yl]-2-trifluoromethylbenzonitrile (in DCM (5 mL. The mixture is stirred 6 hours at room temperature, diluted with DCM, washed with an aqueous solution of sodium bicarbonate, dried over magnesium sulfate, concentrated and purified on silica gel (ethyl acetate/cyclohexane 0/100 to 50/50) to give the desired compound. Reactants: C1CCOC1, CCOCC, CCCCCC(CO)c1ccc2c(c1)C(C)(C)CCC2(C)C, CCOC(=O)N=NC(=O)OCC, CCOC(=O)c1ccc(O)cc1, c1ccc(P(c2ccccc2)c2ccccc2)cc1. Product: CCCCCC(COc1ccc(C(=O)OCC)cc1)c1ccc2c(c1)C(C)(C)CCC2(C)C. Reaction SMILES: [CH2:66]1[O:67][CH2:68][CH2:69][CH2:70]1.[CH2:71]([O:72][CH2:73][CH3:74])[CH3:75].[CH3:1][C:2]1([CH3:22])[c:3]2[cH:4][cH:5][c:6]([CH:14]([CH2:15][OH:16])[CH2:17][CH2:18][CH2:19][CH2:20][CH3:21])[cH:7][c:8]2[C:9]([CH3:12])([CH3:13])[CH2:10][CH2:11]1.[O:54]=[C:55]([O:56][CH2:57][CH3:58])[N:59]=[N:60][C:61]([O:62][CH2:63][CH3:64])=[O:65].[OH:42][c:43]1[cH:44][cH:45][c:46]([C:47](=[O:48])[O:49][CH2:50][CH3:51])[cH:52][cH:53]1.[c:23]1([P:24]([c:25]2[cH:26][cH:27][cH:28][cH:29][cH:30]2)[c:31]2[cH:32][cH:33][cH:34][cH:35][cH:36]2)[cH:37][cH:38][cH:39][cH:40][cH:41]1>>[CH3:1][C:2]1([CH3:22])[c:3]2[cH:4][cH:5][c:6]([CH:14]([CH2:15][O:16][c:43]3[cH:44][cH:45][c:46]([C:47](=[O:48])[O:49][CH2:50][CH3:51])[cH:52][cH:53]3)[CH2:17][CH2:18][CH2:19][CH2:20][CH3:21])[cH:7][c:8]2[C:9]([CH3:12])([CH3:13])[CH2:10][CH2:11]1.